Dataset: the Open Reaction Database (ORD), a public repository of structured organic reaction records. Task: describe an organic reaction: reactants, conditions, products, and yield The reactants are CN(C)C=O, Cc1ccccc1, CS(=O)(=O)c1ccc(C(CC2CCCC2)C(=O)O)cc1Cl, O=C(Cl)C(=O)Cl, [NH4+], [OH-]. Product: CS(=O)(=O)c1ccc(C(CC2CCCC2)C(N)=O)cc1Cl. RXN SMILES: [CH3:22][N:23]([CH3:24])[CH:25]=[O:26].[CH3:35][c:36]1[cH:37][cH:38][cH:39][cH:40][cH:41]1.[Cl:1][c:2]1[cH:3][c:4]([CH:12]([C:13](=[O:14])[OH:15])[CH2:16][CH:17]2[CH2:18][CH2:19][CH2:20][CH2:21]2)[cH:5][cH:6][c:7]1[S:8](=[O:9])(=[O:10])[CH3:11].[Cl:27][C:28]([C:29]([Cl:30])=[O:31])=[O:32].[NH4+:33].[OH-:34]>>[Cl:1][c:2]1[cH:3][c:4]([CH:12]([C:13](=[O:14])[NH2:23])[CH2:16][CH:17]2[CH2:18][CH2:19][CH2:20][CH2:21]2)[cH:5][cH:6][c:7]1[S:8](=[O:9])(=[O:10])[CH3:11]. Reported procedure: A solution of (4-hydroxy-2-mercapto-6-methyl-5-pyrimidinyl)-acetic acid (190 g, 0.95 mol) and concentrated sulfuric acid (50 ml) in methanol (1.51) is refluxed for 18 hours. The suspension is cooled and filtered to give methyl(4-hydroxy-2-mercapto-6-methyl-5-pyrimidinyl)-acetate (160 g, 79%). 1H-NMR (DMSO):12.4 (s, 1H); 12.2 (s, 1H); 3.6 (s, 3H); 3.4 (s, 2H), 2.1 (s, 3H). The reactants are OC1=NC(=NC(=C1CC(=O)O)C)S ((4-hydroxy-2-mercapto-6-methyl-5-pyrimidinyl)-acetic acid), S(O)(O)(=O)=O (sulfuric acid), CO (methanol). Yield: 79.0%. Product: COC(CC=1C(=NC(=NC1C)S)O)=O (methyl(4-hydroxy-2-mercapto-6-methyl-5-pyrimidinyl)-acetate). As a reaction SMILES: [OH:1][C:2]1[C:7]([CH2:8][C:9]([OH:11])=[O:10])=[C:6]([CH3:12])[N:5]=[C:4]([SH:13])[N:3]=1.S(=O)(=O)(O)O.[CH3:19]O>>[CH3:19][O:10][C:9](=[O:11])[CH2:8][C:7]1[C:2]([OH:1])=[N:3][C:4]([SH:13])=[N:5][C:6]=1[CH3:12]. Reactants: ClC1=NC=CC(=C1)C1=NC(=C(C(=N1)Cl)C1=CC(=CC=C1)C)C1=CC(=NC=C1)Cl (2,6-bis(2-chloro(4-pyridyl))-4-chloro-5-(3-methylphenyl)pyrimidine), FC1=CC=C(C=C1)C=1C=2N(C(=NC1C1=CC=NC=C1)NC(C)(C)C1=CC=CC=C1)C=NN2 (2-(8-(4-fluorophenyl)-7-(4-pyridyl)-1,2,4-triazolo[4,3-c]pyrimidin-5-yl)amino-2-phenylpropane). Yields the product CC=1C=C(C=CC1)C=1C=2N(C(=NC1C1=CC(=NC=C1)Cl)C1=CC(=NC=C1)Cl)C=NN2 (8-(3-methylphenyl)-5,7-bis(2-chloro-4-pyridyl)-1,2,4-triazolo[4,3-c]pyrimidine). As a reaction SMILES: [Cl:1][C:2]1[CH:7]=[C:6]([C:8]2[N:13]=[C:12](Cl)[C:11]([C:15]3[CH:20]=[CH:19][CH:18]=[C:17]([CH3:21])[CH:16]=3)=[C:10]([C:22]3[CH:27]=[CH:26][N:25]=[C:24]([Cl:28])[CH:23]=3)[N:9]=2)[CH:5]=[CH:4][N:3]=1.FC1C=CC(C2C3N([CH:58]=[N:59][N:60]=3)C(NC(C3C=CC=CC=3)(C)C)=NC=2C2C=CN=CC=2)=CC=1>>[CH3:21][C:17]1[CH:16]=[C:15]([C:11]2[C:12]3[N:13]([CH:58]=[N:59][N:60]=3)[C:8]([C:6]3[CH:5]=[CH:4][N:3]=[C:2]([Cl:1])[CH:7]=3)=[N:9][C:10]=2[C:22]2[CH:27]=[CH:26][N:25]=[C:24]([Cl:28])[CH:23]=2)[CH:20]=[CH:19][CH:18]=1. Procedure: The title compound was synthesized from 2,6-bis(2-chloro(4-pyridyl))-4-chloro-5-(3-methylphenyl)pyrimidine in the same manner as 2-(8-(4-fluorophenyl)-7-(4-pyridyl)-1,2,4-triazolo[4,3-c]pyrimidin-5-yl)amino-2-phenylpropane; MS (m/z) 434.9 (M+H)+; C22H14Cl2N6 requir. 433.29.